From a dataset of the Open Reaction Database (ORD), a public repository of structured organic reaction records. describe an organic reaction: reactants, conditions, products, and yield Starting materials: [Br-], COc1cccc(CN2CCNCC2)c1, O=C(Cl)Oc1ccc(Oc2ccc(C(F)(F)F)cn2)cc1, [K+]. Product: COc1cccc(CN2CCN(C(=O)Oc3ccc(Oc4ccc(C(F)(F)F)cn4)cc3)CC2)c1, Cl. As a reaction SMILES: [Br-:37].[CH3:22][O:23][c:24]1[cH:25][c:26]([CH2:27][N:28]2[CH2:29][CH2:30][NH:31][CH2:32][CH2:33]2)[cH:34][cH:35][cH:36]1.[Cl:1][C:2](=[O:3])[O:4][c:5]1[cH:6][cH:7][c:8]([O:11][c:12]2[n:13][cH:14][c:15]([C:18]([F:19])([F:20])[F:21])[cH:16][cH:17]2)[cH:9][cH:10]1.[K+:38]>>[C:2](=[O:3])([O:4][c:5]1[cH:6][cH:7][c:8]([O:11][c:12]2[n:13][cH:14][c:15]([C:18]([F:19])([F:20])[F:21])[cH:16][cH:17]2)[cH:9][cH:10]1)[N:31]1[CH2:30][CH2:29][N:28]([CH2:27][c:26]2[cH:25][c:24]([O:23][CH3:22])[cH:36][cH:35][cH:34]2)[CH2:33][CH2:32]1.[ClH:1].